Dataset: the Open Reaction Database (ORD), a public repository of structured organic reaction records. Task: describe an organic reaction: reactants, conditions, products, and yield Starting materials: O (water), OC1=C(C=C2C(=NC=NC2=C1)OC=1C=C2C=C(NC2=CC1)C)OC (7-hydroxy-6-methoxy-4-(2-methylindol-5-yloxy)quinazoline), CC1=CC=C(C=C1)S(=O)(=O)OCC1CCN(CC1)C(=O)OC(C)(C)C (4-(4-methylphenylsulphonyloxymethyl)-1-tert-butoxycarbonylpiperidine), C([O-])([O-])=O.[K+].[K+] (potassium carbonate). Solvent: CN(C)C=O (DMF). Conditions: temperature 100 celsius. Yields the product COC=1C=C2C(=NC=NC2=CC1OCC1CCN(CC1)C(=O)OC(C)(C)C)OC=1C=C2C=C(NC2=CC1)C (6-methoxy-4-(2-methylindol-5-yloxy)-7-(1-tert-butoxycarbonylpiperidin-4-ylmethoxy)quinazoline). Isolated yield 77.1%. Reaction SMILES: [OH:1][C:2]1[CH:11]=[C:10]2[C:5]([C:6]([O:12][C:13]3[CH:14]=[C:15]4[C:19](=[CH:20][CH:21]=3)[NH:18][C:17]([CH3:22])=[CH:16]4)=[N:7][CH:8]=[N:9]2)=[CH:4][C:3]=1[O:23][CH3:24].CC1C=CC(S(O[CH2:36][CH:37]2[CH2:42][CH2:41][N:40]([C:43]([O:45][C:46]([CH3:49])([CH3:48])[CH3:47])=[O:44])[CH2:39][CH2:38]2)(=O)=O)=CC=1.C(=O)([O-])[O-].[K+].[K+].O>CN(C=O)C>[CH3:24][O:23][C:3]1[CH:4]=[C:5]2[C:10](=[CH:11][C:2]=1[O:1][CH2:36][CH:37]1[CH2:42][CH2:41][N:40]([C:43]([O:45][C:46]([CH3:47])([CH3:49])[CH3:48])=[O:44])[CH2:39][CH2:38]1)[N:9]=[CH:8][N:7]=[C:6]2[O:12][C:13]1[CH:14]=[C:15]2[C:19](=[CH:20][CH:21]=1)[NH:18][C:17]([CH3:22])=[CH:16]2 |f:2.3.4|. Procedure: A solution of 7-hydroxy-6-methoxy-4-(2-methylindol-5-yloxy)quinazoline (161 mg, 0.5 mmol), (prepared as described in Example 49), 4-(4-methylphenylsulphonyloxymethyl)-1-tert-butoxycarbonylpiperidine (222 mg, 0.6 mmol), (prepared as described for the starting material in Example 10), and potassium carbonate (188 mg, 1 mol) in DMF (1.6 ml) was heated at 100° C. for 2 hours. After cooling, water was added. The precipitate was collected by filtration, washed with water, and dried under vacuum over p... Starting materials: Cl.Cl.CN1CC(CCC1)(C)N (rac-1,3-dimethyl-piperidin-3-ylamine dihydrochloride), COC1=C(C(=O)Cl)C(=CC(=C1)C(F)(F)F)SC (2-methoxy-6-methylsulfanyl-4-trifluoromethyl-benzoyl chloride). Product: CN1CC(CCC1)(C)NC(C1=C(C=C(C=C1SC)C(F)(F)F)OC)=O (rac-N-(1,3-Dimethyl-piperidin-3-yl)-2-methoxy-6-methylsulfanyl-4-trifluoromethyl-benzamide). RXN SMILES: Cl.Cl.[CH3:3][N:4]1[CH2:9][CH2:8][CH2:7][C:6]([NH2:11])([CH3:10])[CH2:5]1.[CH3:12][O:13][C:14]1[CH:22]=[C:21]([C:23]([F:26])([F:25])[F:24])[CH:20]=[C:19]([S:27][CH3:28])[C:15]=1[C:16](Cl)=[O:17]>>[CH3:3][N:4]1[CH2:9][CH2:8][CH2:7][C:6]([NH:11][C:16](=[O:17])[C:15]2[C:19]([S:27][CH3:28])=[CH:20][C:21]([C:23]([F:26])([F:24])[F:25])=[CH:22][C:14]=2[O:13][CH3:12])([CH3:10])[CH2:5]1 |f:0.1.2|. Procedure details: In analogy to the procedure described for the synthesis of example 16, the title compound was prepared from rac-1,3-dimethyl-piperidin-3-ylamine dihydrochloride (Example A.13) and 2-methoxy-6-methylsulfanyl-4-trifluoromethyl-benzoyl chloride (Example B6). MS (m/e): 377.3 (MH+). Starting materials: N1N=CC=C1 (pyrazole), ClC=1N=C(C2=C(N1)SC(=C2)C)NCC2=CC=CC=C2 (2-chloro-6-methyl-4-benzylamino-thieno-[2,3-d]-pyrimidine). Yields the product N1(N=CC=C1)C=1N=C(C2=C(N1)SC(=C2)C)NCC2=CC=CC=C2 (2-(pyrazol-1-yl)-6-methyl-4-benzylamino-thieno-[2,3-d]-pyrimidine). As a reaction SMILES: [NH:1]1[CH:5]=[CH:4][CH:3]=[N:2]1.Cl[C:7]1[N:8]=[C:9]([NH:17][CH2:18][C:19]2[CH:24]=[CH:23][CH:22]=[CH:21][CH:20]=2)[C:10]2[CH:15]=[C:14]([CH3:16])[S:13][C:11]=2[N:12]=1>>[N:1]1([C:7]2[N:8]=[C:9]([NH:17][CH2:18][C:19]3[CH:24]=[CH:23][CH:22]=[CH:21][CH:20]=3)[C:10]3[CH:15]=[C:14]([CH3:16])[S:13][C:11]=3[N:12]=2)[CH:5]=[CH:4][CH:3]=[N:2]1. Procedure details: Following the procedure of Example 97, the reaction of pyrazole with 2-chloro-6-methyl-4-benzylamino-thieno-[2,3-d]-pyrimidine gives 2-(pyrazol-1-yl)-6-methyl-4-benzylamino-thieno-[2,3-d]-pyrimidine. Starting materials: CS(=O)(=O)c1ccc(-c2cc(C(F)(F)F)nc(S(C)(=O)=O)n2)cc1, CC#N, NCc1ccccn1. Yields the product CS(=O)(=O)c1ccc(-c2cc(C(F)(F)F)nc(NCc3ccccn3)n2)cc1. RXN SMILES: [CH3:1][S:2](=[O:3])(=[O:4])[c:5]1[n:6][c:7]([C:21]([F:22])([F:23])[F:24])[cH:8][c:9](-[c:11]2[cH:12][cH:13][c:14]([S:17](=[O:18])(=[O:19])[CH3:20])[cH:15][cH:16]2)[n:10]1.[CH3:33][C:34]#[N:35].[NH2:25][CH2:26][c:27]1[n:28][cH:29][cH:30][cH:31][cH:32]1>>[c:5]1([NH:25][CH2:26][c:27]2[n:28][cH:29][cH:30][cH:31][cH:32]2)[n:6][c:7]([C:21]([F:22])([F:23])[F:24])[cH:8][c:9](-[c:11]2[cH:12][cH:13][c:14]([S:17](=[O:18])(=[O:19])[CH3:20])[cH:15][cH:16]2)[n:10]1. The reactants are C12(CCC(C3=CC=CC=C13)=O)NC(NC2=O)=O (3',4'-dihydrospiro[imidazolidine-4,1'(2'H)-naphthalene]2,4',5-trione), Cl (hydrochloric acid), CO (methanol), [BH4-].[Na+] (sodium borohydride). The solvent is [Cl-].[Na+].O (brine). Conditions: time 60 minute. Yields the product OC1CCC2(C3=CC=CC=C13)NC(NC2=O)=O (3',4'-dihydro-4'-hydroxyspiro[imidazolidine 4,1'(2'H)-naphthalene]2,5-dione). The yield is 31.9%. Reaction SMILES: [C:1]12([C:15](=[O:16])[NH:14][C:13](=[O:17])[NH:12]1)[C:10]1[C:5](=[CH:6][CH:7]=[CH:8][CH:9]=1)[C:4](=[O:11])[CH2:3][CH2:2]2.CO.[BH4-].[Na+].Cl>[Cl-].[Na+].O>[OH:11][CH:4]1[C:5]2[C:10](=[CH:9][CH:8]=[CH:7][CH:6]=2)[C:1]2([C:15](=[O:16])[NH:14][C:13](=[O:17])[NH:12]2)[CH2:2][CH2:3]1 |f:2.3,5.6.7|. Procedure details: To a slurry of 14.3 g. (0.062 mole) of 3',4'-dihydrospiro[imidazolidine-4,1'(2'H)-naphthalene]2,4',5-trione in 250 ml. of methanol at 0° C. was added in small portions over a period of 15 minutes 4.8 g. (0.13 mole) of sodium borohydride, and the reaction mixture allowed to stir in the cold for 60 minutes. The reaction mixture was added to 250 ml. of 10% hydrochloric acid and 50 ml. of a brine solution. The product was extracted with ethyl acetate (5×50 ml.) and the extracts combined and washed w...